This data is from the Open Reaction Database (ORD), a public repository of structured organic reaction records. The task is: describe an organic reaction: reactants, conditions, products, and yield Reactants: C(C1=CC=CC=C1)N (benzylamine), C(#N)C1(CCN(CC1)CCC)NC(C(CC(C)C)O)=O (2-hydroxy-4-methyl-pentanoic acid (4-cyano-1-propyl-piperidin-4-yl)-amide), ClC(=O)OC1=CC=C(C=C1)[N+](=O)[O-] (p-nitrophenyl chloroformate), CN1CCOCC1 (N-methylmorpholine). Reagents/catalysts: CN(C)C=1C=CN=CC1 (DMAP). The solvent is C(Cl)Cl (CH2Cl2), C(Cl)Cl (CH2Cl2). Reaction conditions: time 20 hour. Product: NC1(CCN(CC1)CCC)C#N (4-Amino-1-propyl-piperidine-4-carbonitrile). The yield is 108.7%. RXN SMILES: [C:1]([C:3]1([NH:12]C(=O)C(O)CC(C)C)[CH2:8][CH2:7][N:6]([CH2:9][CH2:10][CH3:11])[CH2:5][CH2:4]1)#[N:2].ClC(OC1C=CC([N+]([O-])=O)=CC=1)=O.CN1CCOCC1.C(N)C1C=CC=CC=1>C(Cl)Cl.CN(C1C=CN=CC=1)C>[NH2:12][C:3]1([C:1]#[N:2])[CH2:8][CH2:7][N:6]([CH2:9][CH2:10][CH3:11])[CH2:5][CH2:4]1. Procedure details: To a solution of 2-hydroxy-4-methyl-pentanoic acid (4-cyano-1-propyl-piperidin-4-yl)-amide (0.316 g, 1.1 mmol) in CH2Cl2 (30 mL) was added DMAP (0.192 g, 1.6 mmol), p-nitrophenyl chloroformate (0.249 g, 1.2 mmol), and N-methylmorpholine (0.136 mL, 1.2 mmol). The resulting mixture was allowed to stir overnight (20 h) under argon at room temperature, then treated with benzylamine (1.68 g, 16 mmol) and allowed to stir overnight (20 h). When the reaction was complete the mixture was diluted with CH2... Reactants: CCCCOc1c(CNC(=O)OC(C)(C)C)n(CC(C)C)c(=O)c2ccc(C=O)cc12, CCOC(=O)CP(=O)(OCC)OCC, CN(C)C=O, [H-], [Na+], O. Yields the product CCCCOc1c(CNC(=O)OC(C)(C)C)n(CC(C)C)c(=O)c2ccc(C=CC(=O)OCC)cc12. As a reaction SMILES: [CH2:17]([CH2:18][CH2:19][CH3:20])[O:21][c:22]1[c:23]([CH2:39][NH:40][C:41]([O:42][C:43]([CH3:44])([CH3:45])[CH3:46])=[O:47])[n:24]([CH2:35][CH:36]([CH3:37])[CH3:38])[c:25](=[O:34])[c:26]2[cH:27][cH:28][c:29]([CH:32]=[O:33])[cH:30][c:31]12.[CH2:1]([O:2][P:3]([O:4][CH2:5][CH3:6])(=[O:7])[CH2:9][C:10](=[O:11])[O:12][CH2:13][CH3:14])[CH3:8].[CH3:49][N:50]([CH3:51])[CH:52]=[O:53].[H-:15].[Na+:16].[OH2:48]>>[CH:9]([C:10](=[O:11])[O:12][CH2:13][CH3:14])=[CH:32][c:29]1[cH:28][cH:27][c:26]2[c:25](=[O:34])[n:24]([CH2:35][CH:36]([CH3:37])[CH3:38])[c:23]([CH2:39][NH:40][C:41]([O:42][C:43]([CH3:44])([CH3:45])[CH3:46])=[O:47])[c:22]([O:21][CH2:17][CH2:18][CH2:19][CH3:20])[c:31]2[cH:30]1. The reactants are [Al+3], CC[SiH](CC)CC, CCC1CCN(CC#N)CC1, Cl, [H-], [H-], [H-], [H-], [Li+], [Na+], [OH-], O. Product: CCC1CCN(CCN)CC1, Cl. As a reaction SMILES: [Al+3:20].[CH2:1]([SiH:2]([CH2:3][CH3:4])[CH2:5][CH3:6])[CH3:7].[CH2:8]([CH3:9])[CH:10]1[CH2:11][CH2:12][N:13]([CH2:16][C:17]#[N:18])[CH2:14][CH2:15]1.[ClH:27].[H-:19].[H-:22].[H-:23].[H-:24].[Li+:21].[Na+:26].[OH-:25].[OH2:28]>>[CH2:8]([CH3:9])[CH:10]1[CH2:11][CH2:12][N:13]([CH2:16][CH2:17][NH2:18])[CH2:14][CH2:15]1.[ClH:27]. Starting materials: CSC1=NC=C(C(=N1)NC1=CC=CC=C1)C(=O)F (2-Methylsulfanyl-4-phenylamino-5-pyrimidinecarboxylic acid fluoride), [H-].[Na+] (NaH), C(#N)CC(=O)N (cyanoacetamide), [H-].[Na+] (NaH), Cl (HCl). Solvent: CN(C)C=O (DMF), CN(C)C=O (DMF). Reaction conditions: time 10 minute. The product is NC1=C(C(C2=C(N=C(N=C2)SC)N1C1=CC=CC=C1)=O)C(=O)N (7-Amino-2-methylsulfanyl-5-oxo-8-phenyl-5,8-dihydropyrido[2,3-d]pyrimidine-6-carboxamide). Reaction SMILES: [C:1]([CH2:3][C:4]([NH2:6])=[O:5])#[N:2].[H-].[Na+].[CH3:9][S:10][C:11]1[N:16]=[C:15]([NH:17][C:18]2[CH:23]=[CH:22][CH:21]=[CH:20][CH:19]=2)[C:14]([C:24](F)=[O:25])=[CH:13][N:12]=1.Cl>CN(C=O)C>[NH2:2][C:1]1[N:17]([C:18]2[CH:19]=[CH:20][CH:21]=[CH:22][CH:23]=2)[C:15]2[N:16]=[C:11]([S:10][CH3:9])[N:12]=[CH:13][C:14]=2[C:24](=[O:25])[C:3]=1[C:4]([NH2:6])=[O:5] |f:1.2|. Procedure details: To a solution of 1.0 g (11.96 mmol) of cyanoacetamide in 17 mL of anhydrous DMF, cooled to 0-5°C., is added 0.96 g (23.93 mmol) of 60% NaH. After the addition, the mixture is stirred for 10 minutes at room temperature and then cooled again on an ice-water bath, and a solution of 3.0 g the acid fluoride (11.39 mmol) prepared in step 20.3 in 17 mL of anhydrous DMF is added. The reaction mixture is stirred at room temperature overnight. The reaction mixture is cooled on an ice-water bath, and 0.48 ... Starting materials: CC(C)(C)OP(=O)(OC(C)(C)C)C(F)(F)c1ccc(CC(Cc2ccc(C(F)(F)P(=O)(OC(C)(C)C)OC(C)(C)C)cc2)(C(=O)O)C(=O)O)cc1, CO. Product: COC(=O)C(Cc1ccc(C(F)(F)P(=O)(OC(C)(C)C)OC(C)(C)C)cc1)(Cc1ccc(C(F)(F)P(=O)(OC(C)(C)C)OC(C)(C)C)cc1)C(=O)O. As a reaction SMILES: [C:1]([CH3:2])([CH3:3])([CH3:4])[O:5][P:6](=[O:7])([O:8][C:9]([CH3:10])([CH3:11])[CH3:12])[C:13]([c:14]1[cH:15][cH:16][c:17]([CH2:18][C:19]([C:20](=[O:21])[OH:22])([C:23](=[O:24])[OH:25])[CH2:26][c:27]2[cH:28][cH:29][c:30]([C:33]([F:34])([F:35])[P:36](=[O:37])([O:38][C:39]([CH3:40])([CH3:41])[CH3:42])[O:43][C:44]([CH3:45])([CH3:46])[CH3:47])[cH:31][cH:32]2)[cH:48][cH:49]1)([F:50])[F:51].[CH3:52][OH:53]>>[C:1]([CH3:2])([CH3:3])([CH3:4])[O:5][P:6](=[O:7])([O:8][C:9]([CH3:10])([CH3:11])[CH3:12])[C:13]([c:14]1[cH:15][cH:16][c:17]([CH2:18][C:19]([C:20](=[O:21])[O:22][CH3:52])([C:23](=[O:24])[OH:25])[CH2:26][c:27]2[cH:28][cH:29][c:30]([C:33]([F:34])([F:35])[P:36](=[O:37])([O:38][C:39]([CH3:40])([CH3:41])[CH3:42])[O:43][C:44]([CH3:45])([CH3:46])[CH3:47])[cH:31][cH:32]2)[cH:48][cH:49]1)([F:50])[F:51]. Reactants: C1CCOC1, C=CCOc1cc(C(=O)OC)cc(C(=O)N(C)C)c1, CO, [K+], [OH-]. Yields the product C=CCOc1cc(C(=O)O)cc(C(=O)N(C)C)c1. Reaction SMILES: [CH2:22]1[O:23][CH2:24][CH2:25][CH2:26]1.[CH3:1][O:2][C:3]([c:4]1[cH:5][c:6]([C:7](=[O:8])[N:9]([CH3:10])[CH3:11])[cH:12][c:13]([O:15][CH2:16][CH:17]=[CH2:18])[cH:14]1)=[O:19].[CH3:27][OH:28].[K+:21].[OH-:20]>>[O:2]=[C:3]([c:4]1[cH:5][c:6]([C:7](=[O:8])[N:9]([CH3:10])[CH3:11])[cH:12][c:13]([O:15][CH2:16][CH:17]=[CH2:18])[cH:14]1)[OH:19]. The product is CN(C)S(=O)(=O)Oc1cccc2c1S(=O)(=O)N=C2C1=C(O)C(C(C)(C)C)N(Cc2ccc(F)cc2)C1=O. The reactants are CC(C)(C)C1C(O)=C(C2=NS(=O)(=O)c3c(O)cccc32)C(=O)N1Cc1ccc(F)cc1, C1CCOC1, CN(C)S(=O)(=O)Cl, CCN(C(C)C)C(C)C. As a reaction SMILES: [C:1]([CH3:2])([CH3:3])([CH3:4])[CH:5]1[C:6]([OH:31])=[C:7]([C:19]2=[N:20][S:21](=[O:29])(=[O:30])[c:22]3[c:23]2[cH:24][cH:25][cH:26][c:27]3[OH:28])[C:8](=[O:18])[N:9]1[CH2:10][c:11]1[cH:12][cH:13][c:14]([F:17])[cH:15][cH:16]1.[CH2:48]1[O:49][CH2:50][CH2:51][CH2:52]1.[CH3:32][N:33]([S:34](=[O:35])(=[O:36])[Cl:37])[CH3:38].[CH:39]([N:40]([CH2:41][CH3:42])[CH:43]([CH3:44])[CH3:45])([CH3:46])[CH3:47]>>[C:1]([CH3:2])([CH3:3])([CH3:4])[CH:5]1[C:6]([OH:31])=[C:7]([C:19]2=[N:20][S:21](=[O:29])(=[O:30])[c:22]3[c:23]2[cH:24][cH:25][cH:26][c:27]3[O:28][S:34]([N:33]([CH3:32])[CH3:38])(=[O:35])=[O:36])[C:8](=[O:18])[N:9]1[CH2:10][c:11]1[cH:12][cH:13][c:14]([F:17])[cH:15][cH:16]1. Reactants: N1(CCC1)S(=O)(=O)N (azetidine-1-sulphonamide), C1(CCCCC1)P(C1=C(C=CC=C1)C1=C(C=C(C=C1C(C)C)C(C)C)C(C)C)C1CCCCC1 (2-dicyclohexylphosphino-2′,4′,6′-tri-isopropyl-1,1′-biphenyl), C([O-])([O-])=O.[Cs+].[Cs+] (cesium carbonate), ClC1=NC(=NC(=C1)OC1COC(OC1)C1=CC=CC=C1)SCC1=C(C(=CC=C1)F)F (4-chloro-2-[[(2,3-difluorophenyl)-methyl]thio]-6-[(2-phenyl-1,3-dioxan-5-yl)oxy]-pyrimidine), ClC1=NC(=NC(=C1)O[C@H](C)[C@H]1OC(OC1)(C)C)SCC1=C(C(=CC=C1)F)F (4-chloro-2-[(2,3-difluorobenzyl)thio]-6-{(1R)-1-[(4S)-2,2-dimethyl-1,3-dioxolan-4-yl]ethoxy}pyrimidine), [Cl-].[NH4+] (ammonium chloride). Reagents/catalysts: C=1C=CC(=CC1)/C=C/C(=O)/C=C/C2=CC=CC=C2.C=1C=CC(=CC1)/C=C/C(=O)/C=C/C2=CC=CC=C2.C=1C=CC(=CC1)/C=C/C(=O)/C=C/C2=CC=CC=C2.[Pd].[Pd] (tris(dibenzylideneacetone)-dipalladium (0)). Run in O1CCOCC1 (dioxane). Run at temperature 100 celsius. Product: FC1=C(C=CC=C1F)CSC1=NC(=CC(=N1)NS(=O)(=O)N1CCC1)O[C@H](C)[C@H]1OC(OC1)(C)C (N-[2-[[(2,3-Difluorophenyl)methyl]thio]-6-[(1R)-1-[(4S)-2,2-dimethyl-1,3-dioxolan-4-yl]ethoxy]-4-pyrimidinyl]-1-azetidinesulfonamide). Reaction SMILES: [N:1]1([S:5]([NH2:8])(=[O:7])=[O:6])[CH2:4][CH2:3][CH2:2]1.C1(P(C2CCCCC2)C2C=CC=CC=2C2C(C(C)C)=CC(C(C)C)=CC=2C(C)C)CCCCC1.C(=O)([O-])[O-].[Cs+].[Cs+].ClC1C=C(OC2COC(C3C=CC=CC=3)OC2)N=C(SCC2C=CC=C(F)C=2F)N=1.Cl[C:80]1[CH:85]=[C:84]([O:86][C@@H:87]([C@@H:89]2[CH2:93][O:92][C:91]([CH3:95])([CH3:94])[O:90]2)[CH3:88])[N:83]=[C:82]([S:96][CH2:97][C:98]2[CH:103]=[CH:102][CH:101]=[C:100]([F:104])[C:99]=2[F:105])[N:81]=1.[Cl-].[NH4+]>O1CCOCC1.C1C=CC(/C=C/C(/C=C/C2C=CC=CC=2)=O)=CC=1.C1C=CC(/C=C/C(/C=C/C2C=CC=CC=2)=O)=CC=1.C1C=CC(/C=C/C(/C=C/C2C=CC=CC=2)=O)=CC=1.[Pd].[Pd]>[F:105][C:99]1[C:100]([F:104])=[CH:101][CH:102]=[CH:103][C:98]=1[CH2:97][S:96][C:82]1[N:81]=[C:80]([NH:8][S:5]([N:1]2[CH2:4][CH2:3][CH2:2]2)(=[O:7])=[O:6])[CH:85]=[C:84]([O:86][C@@H:87]([C@@H:89]2[CH2:93][O:92][C:91]([CH3:94])([CH3:95])[O:90]2)[CH3:88])[N:83]=1 |f:2.3.4,7.8,10.11.12.13.14|. Procedure details: A mixture of azetidine-1-sulphonamide (prepared according to patent WO 2004/011443, 0.16 g), tris(dibenzylideneacetone)-dipalladium (0) (33 mg), 2-dicyclohexylphosphino-2′,4′,6′-tri-isopropyl-1,1′-biphenyl (XPHOS) (17 mg), cesium carbonate (0.28 g) and 4-chloro-2-[[(2,3-difluorophenyl)-methyl]thio]-6-[(2-phenyl-1,3-dioxan-5-yl)oxy]-pyrimidine (the product of step i) (0.25 g) in dioxane (10 mL) was heated at reflux in a microwave at 100° C., 300 W, open vessel with cooling for 20 min. Saturated a... Reactants: CN(C1=CC=C(C(=O)C2=CC=CC=C2)C=C1)C (4-dimethylaminobenzophenone), C[Mg]Cl (methylmagnesium chloride), CN(C=O)C (N,N-dimethylformamide), P(=O)(Cl)(Cl)Cl (phosphorus oxychloride). Run in ClCCCl (1,2-dichloroethane), ClCCCl (1,2-dichloroethane), O (water), O (water), C1(=CC=CC=C1)C (toluene), ice water. Run at temperature 80 celsius, time 10 minute. The product is CN(C1=CC=C(C=C1)C(=C)C1=CC=CC=C1)C (1-(p-dimethylaminophenyl)-1-phenylethylene), mixed product ( 6a ). Yield: 29.3%. RXN SMILES: [CH3:1]N(C)C=O.P(Cl)(Cl)(Cl)=O.[CH3:11][N:12]([CH3:27])[C:13]1[CH:26]=[CH:25][C:16]([C:17]([C:19]2[CH:24]=[CH:23][CH:22]=[CH:21][CH:20]=2)=O)=[CH:15][CH:14]=1.C[Mg]Cl>C1(C)C=CC=CC=1.O.ClCCCl>[CH3:11][N:12]([CH3:27])[C:13]1[CH:26]=[CH:25][C:16]([C:17]([C:19]2[CH:24]=[CH:23][CH:22]=[CH:21][CH:20]=2)=[CH2:1])=[CH:15][CH:14]=1. Procedure: 10 ml of 1,2-dichloroethane and 1 ml (12.9 mmol) of N,N-dimethylformamide (DMF) were weighed and placed in a 100 ml reaction flask. To the mixture was gradually added dropwise 1.0 g (6.5 mmol) of phosphorus oxychloride while the mixture was cooled in ice-water. A bath was dismantled and the mixture was stirred for 10 minutes. Then, 5 ml of 1,2-dichloroethane containing 1.3 g (5.8 mmol) of 1-(p-dimethylaminophenyl)-1-phenylethylene (3a) which was synthesized from 4-dimethylaminobenzophenone (2a) ...